From a dataset of the Open Reaction Database (ORD), a public repository of structured organic reaction records. describe an organic reaction: reactants, conditions, products, and yield The reactants are FC(C(=O)O)(F)F.CN1CCN(CC1)C1=CC=C(C=C1)NC=1N=CC2=C(N=C3N(N(C=4C=C(C=CC34)OCC(=O)O)C3=NC=CC=C3)C2=O)N1 (2-{[2-{[4-(4-methylpiperazin-1-yl)phenyl]amino}-5-oxo-7-(pyridin-2-yl)-5,7-dihydropyrimido[4′,5′:4,5]pyrimido[1,2-b]indazol-9-yl]oxy}acetic acid trifluoroacetate), [Cl-].[NH4+] (ammonium chloride), Cl.CN(CCCN=C=NCC)C (1-(3-dimethylaminopropyl)-3-ethylcarbodiimide hydrochloride), O.ON1N=NC2=C1C=CC=C2 (1-hydroxybenzotriazole monohydrate). Run in C(C)N(CC)CC (triethylamine), CN(C=O)C (N,N-dimethylformamide). The product is CN1CCN(CC1)C1=CC=C(C=C1)NC=1N=CC2=C(N=C3N(N(C=4C=C(C=CC34)OCC(=O)N)C3=NC=CC=C3)C2=O)N1 (2-{[2-{[4-(4-methylpiperazin-1-yl)phenyl]amino}-5-oxo-7-(pyridin-2-yl)-5,7-dihydropyrimido[4′,5′:4,5]pyrimido[1,2-b]indazol-9-yl]oxy}acetamide). Isolated yield 50.4%. RXN SMILES: FC(F)(F)C(O)=O.[CH3:8][N:9]1[CH2:14][CH2:13][N:12]([C:15]2[CH:20]=[CH:19][C:18]([NH:21][C:22]3[N:23]=[CH:24][C:25]4[C:48](=[O:49])[N:29]5[N:30]([C:42]6[CH:47]=[CH:46][CH:45]=[CH:44][N:43]=6)[C:31]6[CH:32]=[C:33]([O:37][CH2:38][C:39](O)=[O:40])[CH:34]=[CH:35][C:36]=6[C:28]5=[N:27][C:26]=4[N:50]=3)=[CH:17][CH:16]=2)[CH2:11][CH2:10]1.[Cl-].[NH4+].Cl.C[N:55](C)CCCN=C=NCC.O.ON1C2C=CC=CC=2N=N1>C(N(CC)CC)C.CN(C)C=O>[CH3:8][N:9]1[CH2:10][CH2:11][N:12]([C:15]2[CH:20]=[CH:19][C:18]([NH:21][C:22]3[N:23]=[CH:24][C:25]4[C:48](=[O:49])[N:29]5[N:30]([C:42]6[CH:47]=[CH:46][CH:45]=[CH:44][N:43]=6)[C:31]6[CH:32]=[C:33]([O:37][CH2:38][C:39]([NH2:55])=[O:40])[CH:34]=[CH:35][C:36]=6[C:28]5=[N:27][C:26]=4[N:50]=3)=[CH:17][CH:16]=2)[CH2:13][CH2:14]1 |f:0.1,2.3,4.5,6.7|. Procedure details: An N,N-dimethylformamide (1 mL) solution of the compound (10 mg) obtained in Example 157, ammonium chloride (5 mg), 1-(3-dimethylaminopropyl)-3-ethylcarbodiimide hydrochloride (10 mg), 1-hydroxybenzotriazole monohydrate (7 mg) and triethylamine (0.05 mL) was stirred for 16 hours. The reaction liquid was concentrated under reduced pressure, and the precipitated solid was collected through filtration, washed with distilled water and ethyl acetate in that order, and dried to give the title compound...